Dataset: the Open Reaction Database (ORD), a public repository of structured organic reaction records. Task: describe an organic reaction: reactants, conditions, products, and yield Product: CC1=NC(=NO1)C1=CC(=CC(=N1)N)SC (6-(5-Methyl-[1,2,4]oxadiazol-3-yl)-4-methylsulfanyl-pyridin-2-ylamine). Procedure: A solution of 0.094 g 6-Amino-N-hydroxy-4-methylsulfanyl-pyridine-2-carboxamidine in 1.5 ml acetic acid anhydride was heated to reflux for 6 h. The solvent was evaporated and the solidifying residue was taken up in 1.5 ml 1N hydrochloric acid and heated to reflux for 1 h. The reaction mixture was partitioned between 2 ml 1N aqueous sodium hydroxide and ethyl acetate. The phases were separated and the organic phase was washed with water and brine dried over magnesium sulfate and evaporated. The r... Reactants: NC1=CC(=CC(=N1)C(=N)NO)SC (6-Amino-N-hydroxy-4-methylsulfanyl-pyridine-2-carboxamidine), C(C)(=O)OC(C)=O (acetic acid anhydride). As a reaction SMILES: [NH2:1][C:2]1[N:7]=[C:6]([C:8]([NH:10][OH:11])=[NH:9])[CH:5]=[C:4]([S:12][CH3:13])[CH:3]=1.[C:14](OC(=O)C)(=O)[CH3:15]>>[CH3:14][C:15]1[O:11][N:10]=[C:8]([C:6]2[N:7]=[C:2]([NH2:1])[CH:3]=[C:4]([S:12][CH3:13])[CH:5]=2)[N:9]=1. Reactants: C(C)(C)(C)OC(CN(CC(=O)NC1=C(C=C(C=C1)O[Si](C)(C)C(C)(C)C)Cl)CC=1C=C(SC1)C(=O)OC(C)(C)C)=O (tert-butyl 4-{[(2-tert-butoxy-2-oxoethyl){2-[(4-{[tert-butyl(dimethyl)silyl]oxy}-2-chlorophenyl)amino]-2-oxoethyl}amino]methyl}thiophene-2-carboxylate), [H-].[Na+] (sodium hydride), [Cl-].[NH4+] (ammonium chloride), IC (Iodomethane). The solvent is O (water), C(C)(=O)OCC (ethyl acetate), O1CCCC1 (tetrahydrofuran). Conditions: time 30 minute. Product: C(C)(C)(C)OC(CN(CC(=O)N(C)C1=C(C=C(C=C1)O[Si](C)(C)C(C)(C)C)Cl)CC=1C=C(SC1)C(=O)OC(C)(C)C)=O (tert-butyl 4-{[(2-tert-butoxy-2-oxoethyl) {2-[(4-{[tert-butyl(dimethyl)silyl]oxy}-2-chlorophenyl)(methyl)amino]-2-oxoethyl}amino]methyl}thiophene-2-carboxylate). RXN SMILES: [C:1]([O:5][C:6](=[O:41])[CH2:7][N:8]([CH2:28][C:29]1[CH:30]=[C:31]([C:34]([O:36][C:37]([CH3:40])([CH3:39])[CH3:38])=[O:35])[S:32][CH:33]=1)[CH2:9][C:10]([NH:12][C:13]1[CH:18]=[CH:17][C:16]([O:19][Si:20]([C:23]([CH3:26])([CH3:25])[CH3:24])([CH3:22])[CH3:21])=[CH:15][C:14]=1[Cl:27])=[O:11])([CH3:4])([CH3:3])[CH3:2].[H-].[Na+].I[CH3:45].[Cl-].[NH4+]>O1CCCC1.O.C(OCC)(=O)C>[C:1]([O:5][C:6](=[O:41])[CH2:7][N:8]([CH2:28][C:29]1[CH:30]=[C:31]([C:34]([O:36][C:37]([CH3:40])([CH3:39])[CH3:38])=[O:35])[S:32][CH:33]=1)[CH2:9][C:10]([N:12]([C:13]1[CH:18]=[CH:17][C:16]([O:19][Si:20]([C:23]([CH3:26])([CH3:25])[CH3:24])([CH3:22])[CH3:21])=[CH:15][C:14]=1[Cl:27])[CH3:45])=[O:11])([CH3:2])([CH3:3])[CH3:4] |f:1.2,4.5|. Procedure details: To a solution of tert-butyl 4-{[(2-tert-butoxy-2-oxoethyl){2-[(4-{[tert-butyl(dimethyl)silyl]oxy}-2-chlorophenyl)amino]-2-oxoethyl}amino]methyl}thiophene-2-carboxylate (375 mg) in tetrahydrofuran (7.50 mL) was added 55% sodium hydride (25.2 mg) under ice-cooling, followed by stirring at room temperature for 30 minutes. Iodomethane (0.187 mL) was added thereto at room temperature, followed by stirring at room temperature for 2 hours. To the reaction mixture was added ethyl acetate, and water and ... The reactants are Cl (HCl), COC(=O)C=1N=CC2=CC(=CC=C2C1O)OC1=CC=CC=C1 (4-hydroxy-7-phenoxy-isoquinoline-3-carboxylic acid methyl ester), NCC(C(=O)O)(C)C (3-amino-2,2-dimethyl-propionic acid), CO (MeOH). The solvent is C[O-].[Na+] (NaOMe), O (water). The product is OC1=C(N=CC2=CC(=CC=C12)OC1=CC=CC=C1)C(=O)NCC(C(=O)O)(C)C (3-[(4-Hydroxy-7-phenoxy-isoquinoline-3-carbonyl)-amino]-2,2-dimethyl-propionic acid). Yield: 82.6%. RXN SMILES: CO[C:3]([C:5]1[N:6]=[CH:7][C:8]2[C:13]([C:14]=1[OH:15])=[CH:12][CH:11]=[C:10]([O:16][C:17]1[CH:22]=[CH:21][CH:20]=[CH:19][CH:18]=1)[CH:9]=2)=[O:4].[NH2:23][CH2:24][C:25]([CH3:30])([CH3:29])[C:26]([OH:28])=[O:27].CO.Cl>C[O-].[Na+].O>[OH:15][C:14]1[C:13]2[C:8](=[CH:9][C:10]([O:16][C:17]3[CH:22]=[CH:21][CH:20]=[CH:19][CH:18]=3)=[CH:11][CH:12]=2)[CH:7]=[N:6][C:5]=1[C:3]([NH:23][CH2:24][C:25]([CH3:30])([CH3:29])[C:26]([OH:28])=[O:27])=[O:4] |f:4.5|. Procedure: A mixture of 4-hydroxy-7-phenoxy-isoquinoline-3-carboxylic acid methyl ester (68 mg, 0.23 mmol) and 3-amino-2,2-dimethyl-propionic acid (81 mg, 0.69 mmol) (ChemBridge) in 0.5 N NaOMe in MeOH solution (0.92 mL, 0.46 mmol) was microwaved at 120° C. for 1 h. Reaction mixture was diluted with water (50 mL) and acidified by 1 N HCl solution to pH=3-4. Precipitate was collected and rinsed with water and dried in vacuo to provide the title compound (71 mg, 0.19 mmol) as an off-white solid in 81% yield.... Starting materials: CCO, COC(=O)C1NC(=O)C1N=[N+]=[N-], Cc1ccc(S(=O)(=O)O)cc1. The product is COC(=O)C1NC(=O)C1N. As a reaction SMILES: [CH3:24][CH2:25][OH:26].[N:1](=[N+:2]=[N-:3])[CH:4]1[CH:5]([C:9](=[O:10])[O:11][CH3:12])[NH:6][C:7]1=[O:8].[c:13]1([CH3:14])[cH:15][cH:16][c:17]([S:18]([OH:19])(=[O:20])=[O:21])[cH:22][cH:23]1>>[NH2:1][CH:4]1[CH:5]([C:9](=[O:10])[O:11][CH3:12])[NH:6][C:7]1=[O:8]. The reactants are C(C=1C(=CC=CC1)OC)=O (o- Anisaldehyde), C(CCS)S (1,3-propanedithiol), S1SCCCC1 (dithiane), [Li]CCCC (n-BuLi), C(C=CC1=CC=CC=C1)(=O)OC (methyl cinnamate), CN1C(N(CC1)C)=O (1,3-dimethyl-2-imidazolidone). Run in C(Cl)Cl (CH2Cl2). Product: COC1=C2CC(CC(C2=CC=C1)=O)C1=CC=CC=C1 (5-Methoxy-3-phenyl-1-tetralone). Reaction SMILES: [CH:1](=O)[C:2]1[C:3]([O:8][CH3:9])=[CH:4][CH:5]=[CH:6][CH:7]=1.C(S)CCS.S1CCCCS1.[Li]CCCC.[C:27](OC)(=[O:36])[CH:28]=[CH:29][C:30]1[CH:35]=[CH:34][CH:33]=[CH:32][CH:31]=1.CN1CCN(C)C1=O>C(Cl)Cl>[CH3:9][O:8][C:3]1[CH:4]=[CH:5][CH:6]=[C:7]2[C:2]=1[CH2:1][CH:29]([C:30]1[CH:35]=[CH:34][CH:33]=[CH:32][CH:31]=1)[CH2:28][C:27]2=[O:36]. Procedure: o- Anisaldehyde (20.5 g) was treated with 1,3-propanedithiol (24 ml) in the presence of BF. etherate (4 ml) and CH2Cl2 (300 ml). This dithiane derivative (4.7 g) was reacted with n-BuLi (2.5 M hexane solution) (7.3 ml), methyl cinnamate (3.4 g) and 1,3-dimethyl-2-imidazolidone (4.6 ml) affording the desired product (M+H)+ 389. Desulfurization was accomplished with Raney Nickel and EtOH, followed by hydrolysis to the desired carboxylic acid. Cyclization to the desired 5-methoxy-3-phenyl-1-tetralo...